From a dataset of the Open Reaction Database (ORD), a public repository of structured organic reaction records. describe an organic reaction: reactants, conditions, products, and yield Reactants: C(C1=CC=CC=C1)(=O)Cl (benzoyl chloride), C(C)OC1CCC(N1)=O (5-ethoxy pyrrolidin-2-one). The solvent is N1=CC=CC=C1 (pyridine). Conditions: temperature 0 celsius, time 8 hour. Yields the product C(C1=CC=CC=C1)(=O)N1C(CCC1OCC)=O (1-benzoyl 5-ethoxy pyrrolidin-2-one). Yield: 10.6%. Reaction SMILES: [C:1](Cl)(=[O:8])[C:2]1[CH:7]=[CH:6][CH:5]=[CH:4][CH:3]=1.[CH2:10]([O:12][CH:13]1[NH:17][C:16](=[O:18])[CH2:15][CH2:14]1)[CH3:11]>N1C=CC=CC=1>[C:1]([N:17]1[CH:13]([O:12][CH2:10][CH3:11])[CH2:14][CH2:15][C:16]1=[O:18])(=[O:8])[C:2]1[CH:7]=[CH:6][CH:5]=[CH:4][CH:3]=1. Procedure: 12 g of benzoyl chloride is added to a solution of 11 g of 5-ethoxy pyrrolidin-2-one in 64 cm3 of pyridine cooled to -5° C., with agitation for 8 hours at 0° C. After 16 hours at rest, agitation is resumed for 8 hours at ambient temperature followed by dilution with 500 cm3 of water and extraction with chloroform. The solvent is then evaporated and the residue is chromatographed on silica (eluent: benzene-ethyl acetate 5-2). Then the solvent is evaporated and the residue is distilled under 0.5 m... Starting materials: C(=O)C1=CC=C(C#N)C=C1 (4-formylbenzonitrile), O=C(CC(=O)OCC=C)C (allyl 3-oxobutanoate), CC1(OC(CC(O1)=O)=O)C (2,2-dimethyl-1,3-dioxane-4,6-dione), FC(C=1C=C(N)C=CC1)(F)F (3-(trifluoromethyl)aniline), [F-].[K+] (potassium fluoride on alumina). Run in C1CCOC1 (THF). Yields the product C(C)(=O)C(C(=O)OCC=C)C(CC(NC1=CC(=CC=C1)C(F)(F)F)=O)C1=CC=C(C=C1)C#N (Allyl 2-acetyl-3-(4-cyanophenyl)-5-oxo-5-{[3-(trifluoromethyl)phenyl]amino}-pentanoate). RXN SMILES: [CH:1]([C:3]1[CH:10]=[CH:9][C:6]([C:7]#[N:8])=[CH:5][CH:4]=1)=O.[O:11]=[C:12]([CH3:20])[CH2:13][C:14]([O:16][CH2:17][CH:18]=[CH2:19])=[O:15].C[C:22]1([CH3:30])[O:27]C(=O)CC(=O)O1.[F:31][C:32]([F:41])([F:40])[C:33]1[CH:34]=[C:35]([CH:37]=[CH:38][CH:39]=1)[NH2:36].[F-].[K+]>C1COCC1>[C:12]([CH:13]([CH:1]([C:3]1[CH:10]=[CH:9][C:6]([C:7]#[N:8])=[CH:5][CH:4]=1)[CH2:30][C:22](=[O:27])[NH:36][C:35]1[CH:37]=[CH:38][CH:39]=[C:33]([C:32]([F:31])([F:40])[F:41])[CH:34]=1)[C:14]([O:16][CH2:17][CH:18]=[CH2:19])=[O:15])(=[O:11])[CH3:20] |f:4.5|. Procedure: To a solution of 4-formylbenzonitrile (10.00 g, 76.3 mmol), allyl 3-oxobutanoate (10.84 g, 76.3 mmol), 2,2-dimethyl-1,3-dioxane-4,6-dione (10.99 g, 76.3 mmol) and 3-(trifluoromethyl)aniline (12.29 g, 76.3 mmol) in 150 ml THF are added 4.00 g potassium fluoride on alumina (40 wt.-%). The reaction mixture is stirred at reflux temperature overnight. The solvent is removed in vacuo, the residue is dissolved in methylene chloride and then purified by column chromatography using a methylene chloride/e... The reactants are C(C1=CC=CC=C1)OC1=C(C=C(C(=C1)F)Cl)C1=C(C(=NN1COCC[Si](C)(C)C)C)C1=CC=C(C=C1)OC (5-(2-Benzyloxy-5-chloro-4-fluoro-phenyl)-4-(4-methoxy-phenyl)-3-methyl-1-(2-trimethylsilanyl-ethoxymethyl)-1H-pyrazole), B(Cl)(Cl)Cl (boron trichloride), C(=O)(O)[O-].[Na+] (NaHCO3). Run in ClCCl (dichloromethane), ClCCl (dichloromethane). Run at temperature 0 celsius, time 1 hour. Yields the product ClC1=CC(=C(C=C1F)O)C=1NN=C(C1C1=CC=C(C=C1)OC)C (4-chloro-5-fluoro-2-[4-(4-methoxy-phenyl)-5-methyl-2H-pyrazol-3-yl]-phenol). As a reaction SMILES: C([O:8][C:9]1[CH:14]=[C:13]([F:15])[C:12]([Cl:16])=[CH:11][C:10]=1[C:17]1[N:21](COCC[Si](C)(C)C)[N:20]=[C:19]([CH3:30])[C:18]=1[C:31]1[CH:36]=[CH:35][C:34]([O:37][CH3:38])=[CH:33][CH:32]=1)C1C=CC=CC=1.B(Cl)(Cl)Cl.C([O-])(O)=O.[Na+]>ClCCl>[Cl:16][C:12]1[C:13]([F:15])=[CH:14][C:9]([OH:8])=[C:10]([C:17]2[NH:21][N:20]=[C:19]([CH3:30])[C:18]=2[C:31]2[CH:32]=[CH:33][C:34]([O:37][CH3:38])=[CH:35][CH:36]=2)[CH:11]=1 |f:2.3|. Procedure: 5-(2-Benzyloxy-5-chloro-4-fluoro-phenyl)-4-(4-methoxy-phenyl)-3-methyl-1-(2-trimethylsilanyl-ethoxymethyl)-1H-pyrazole (1 eq) was taken up in anhydrous dichloromethane and the solution was cooled under nitrogen to 0° C. 1M boron trichloride in dichloromethane (6 eq) was added dropwise and the solution was allowed to stir for 1 hour. The reaction mixture was added dropwise to sat. NaHCO3 (aq) and the resulting solution was extracted into dichloromethane. The organic phases were washed with brine,... Reactants: C(C1=CC=CC=C1)(=O)Cl (benzoyl chloride), C(C=C)(=O)OCC (ethyl acrylate), C(CCC)N(CCCC)CCCC (tri-n-butylamine). Reagents/catalysts: C(C)(=O)[O-].[Pd+2].C(C)(=O)[O-] (palladium acetate). The solvent is C1(=CC=CC=C1)C (toluene). Conditions: temperature 100 celsius. Product: C(C=CC1=CC=CC=C1)(=O)OCC (ethyl cinnamate). Yield: 66.0%. Reaction SMILES: [C:1](Cl)(=O)[C:2]1[CH:7]=[CH:6][CH:5]=[CH:4][CH:3]=1.[C:10]([O:14][CH2:15][CH3:16])(=[O:13])[CH:11]=C.C(N(CCCC)CCCC)CCC>C([O-])(=O)C.[Pd+2].C([O-])(=O)C.C1(C)C=CC=CC=1>[C:10]([O:14][CH2:15][CH3:16])(=[O:13])[CH:11]=[CH:1][C:2]1[CH:7]=[CH:6][CH:5]=[CH:4][CH:3]=1 |f:3.4.5|. Reported procedure: 3.51 g (0.025 mol) of benzoyl chloride, 3.125 g (0.03125 mol) of ethyl acrylate, 5.79 g (0.03125 mol) of tri-n-butylamine, 50 ml of toluene and 0.0561 g (0.00025 mol) of palladium acetate are introduced into a 100 ml glass flask and heated to 100° C., with stirring. A slight evolution of gas is observed. After the mixture has been stirred for 4 hours, it is cooled and the contents of the flask are extracted by shaking twice with 25 ml of 2 N hydrochloric acid at a time. The toluene phase is drie... Reaction SMILES: [C:1]([C:3]1[CH:4]=[CH:5][C:6]2[O:10][C:9]([C:11]([OH:13])=O)=[CH:8][C:7]=2[CH:14]=1)#[N:2].[NH2:15][C:16]1[CH:21]=[CH:20][C:19]([CH2:22][CH:23]([NH:28][S:29]([CH2:32][CH2:33][CH2:34][CH3:35])(=[O:31])=[O:30])[C:24]([O:26][CH3:27])=[O:25])=[CH:18][CH:17]=1>>[CH2:32]([S:29]([NH:28][CH:23]([CH2:22][C:19]1[CH:18]=[CH:17][C:16]([NH:15][C:11]([C:9]2[O:10][C:6]3[CH:5]=[CH:4][C:3]([C:1]#[N:2])=[CH:14][C:7]=3[CH:8]=2)=[O:13])=[CH:21][CH:20]=1)[C:24]([O:26][CH3:27])=[O:25])(=[O:31])=[O:30])[CH2:33][CH2:34][CH3:35]. Product: C(CCC)S(=O)(=O)NC(C(=O)OC)CC1=CC=C(C=C1)NC(=O)C=1OC2=C(C1)C=C(C=C2)C#N (methyl 2-(n-butylsulfonylamino)-3-[4-[(5-cyano-2-benzofuranyl)carbonylamino]phenyl]propionate). Yield: 36.3%. Starting materials: Example 1 ( 2 ), C(#N)C=1C=CC2=C(C=C(O2)C(=O)O)C1 (5-cyano-2-benzofurancarboxylic acid), NC1=CC=C(C=C1)CC(C(=O)OC)NS(=O)(=O)CCCC (methyl 3-(4-aminophenyl)-2-(n-butylsulfonylamino)propionate). Procedure details: In the same manner as in Example 1 (2), 5-cyano-2-benzofurancarboxylic acid (200 mg, 1.07 mmol) and methyl 3-(4-aminophenyl)-2-(n-butylsulfonylamino)propionate (371 mg, 1.18 mmol) were condensed to give 188 mg of methyl 2-(n-butylsulfonylamino)-3-[4-[(5-cyano-2-benzofuranyl)carbonylamino]phenyl]propionate as a yellow solid (36%).